This data is from the Open Reaction Database (ORD), a public repository of structured organic reaction records. The task is: describe an organic reaction: reactants, conditions, products, and yield Product: Cl, NCc1ccccc1-c1noc2ccccc12. Reaction SMILES: [C:44]([O:45][CH2:46][CH3:47])(=[O:48])[CH3:49].[CH2:36]([O:37][CH2:38][CH3:39])[CH3:40].[CH2:41]([OH:42])[CH3:43].[CH3:34][OH:35].[CH3:50][CH2:51][O:52][C:53](=[O:54])[CH3:55].[CH3:56][CH2:57][OH:58].[ClH:33].[NH2:29][NH2:30].[Na+:32].[OH-:31].[OH2:28].[o:1]1[n:2][c:3](-[c:10]2[c:11]([CH2:16][N:17]3[C:18](=[O:19])[c:20]4[c:21]([cH:22][cH:23][cH:24][cH:25]4)[C:26]3=[O:27])[cH:12][cH:13][cH:14][cH:15]2)[c:4]2[c:5]1[cH:6][cH:7][cH:8][cH:9]2>>[ClH:33].[o:1]1[n:2][c:3](-[c:10]2[c:11]([CH2:16][NH2:17])[cH:12][cH:13][cH:14][cH:15]2)[c:4]2[c:5]1[cH:6][cH:7][cH:8][cH:9]2. Reactants: CCOC(C)=O, CCOCC, CCO, CO, CCOC(C)=O, CCO, Cl, NN, [Na+], [OH-], O, O=C1c2ccccc2C(=O)N1Cc1ccccc1-c1noc2ccccc12. The reactants are CC(C)(C)OC(=O)NCCO, O=C(O)COc1ccc(CCCCNC(=O)OCc2ccccc2)cc1, ClCCCl, CN(C)c1ccncc1, ClCCl, Cl. Yields the product CC(C)(C)OC(=O)NCCOC(=O)COc1ccc(CCCCNC(=O)OCc2ccccc2)cc1. As a reaction SMILES: [C:32]([CH3:33])([CH3:34])([CH3:35])[O:36][C:37]([NH:38][CH2:39][CH2:40][OH:41])=[O:42].[CH2:1]([c:2]1[cH:3][cH:4][cH:5][cH:6][cH:7]1)[O:8][C:9](=[O:10])[NH:11][CH2:12][CH2:13][CH2:14][CH2:15][c:16]1[cH:17][cH:18][c:19]([O:20][CH2:21][C:22](=[O:23])[OH:24])[cH:25][cH:26]1.[CH2:27]([Cl:28])[CH2:29][Cl:30].[CH3:46][N:47]([c:48]1[cH:49][cH:50][n:51][cH:52][cH:53]1)[CH3:54].[Cl:43][CH2:44][Cl:45].[ClH:31]>>[CH2:1]([c:2]1[cH:3][cH:4][cH:5][cH:6][cH:7]1)[O:8][C:9](=[O:10])[NH:11][CH2:12][CH2:13][CH2:14][CH2:15][c:16]1[cH:17][cH:18][c:19]([O:20][CH2:21][C:22]([O:23][CH2:40][CH2:39][NH:38][C:37]([O:36][C:32]([CH3:33])([CH3:34])[CH3:35])=[O:42])=[O:24])[cH:25][cH:26]1. Reactants: COC(\C=C\C=1C=C2C(CC3(CCNCC3)OC2=CC1)=O)=O ((E)-3-{4-oxo-spiro[chromane-2,4′-piperidine]-6-yl}-acrylic acid methyl ester), COC(\C=C\C=1C=CC2=C(C(C3(CCN(CC3)C(=O)OC(C)(C)C)O2)=O)C1)=O ((E)-3-{1′-tert-butoxycarbonyl-3-oxo-spiro[benzofuran-2(3H), 4′-piperidin]-5-yl}-acrylic acid methyl ester). Product: COC(\C=C\C=1C=CC2=C(C(C3(CCNCC3)O2)=O)C1)=O ((E)-3-{3-Oxo-spiro[benzofuran-2(3H), 4′-piperidin]-5-yl}-acrylic acid methyl ester), hydrochloride salt. Reaction SMILES: [CH3:1][O:2][C:3](=[O:22])/[CH:4]=[CH:5]/[C:6]1[CH:7]=[C:8]2[C:18](=[CH:19][CH:20]=1)[O:17][C:11]1([CH2:16][CH2:15][NH:14][CH2:13][CH2:12]1)C[C:9]2=[O:21].COC(=O)/C=C/C1C=CC2OC3(CCN(C(OC(C)(C)C)=O)CC3)C(=O)C=2C=1>>[CH3:1][O:2][C:3](=[O:22])/[CH:4]=[CH:5]/[C:6]1[CH:20]=[CH:19][C:18]2[O:17][C:11]3([CH2:16][CH2:15][NH:14][CH2:13][CH2:12]3)[C:9](=[O:21])[C:8]=2[CH:7]=1. Reported procedure: (E)-3-{3-Oxo-spiro[benzofuran-2(3H), 4′-piperidin]-5-yl}-acrylic acid methyl ester was synthesized according to the procedure for preparation of Intermediate 1, Step C, starting from (E)-3-{1′-tert-butoxycarbonyl-3-oxo-spiro[benzofuran-2(3H), 4′-piperidin]-5-yl}-acrylic acid methyl ester (750 mg, 1.93 mmol), giving its hydrochloride salt (380 mg). The reactants are Cl.CC(C(=O)OC1=CC=C(C=C1)C)CC1=CC=C(C=C1)N (p-methylphenyl α-methyl-β-(p-aminophenyl)-propionate hydrochloride), C(C)OCC (diethyl ether), N#CN (cyanamide). The solvent is C(C)O (ethanol), C(C)O (ethanol). The product is Cl.CC(C(=O)OC1=CC=C(C=C1)C)CC1=CC=C(C=C1)NC(=N)N (p-methylphenyl α-methyl-β-(p-guanidinophenyl)propionate hydrochloride). RXN SMILES: [ClH:1].[CH3:2][CH:3]([CH2:14][C:15]1[CH:20]=[CH:19][C:18]([NH2:21])=[CH:17][CH:16]=1)[C:4]([O:6][C:7]1[CH:12]=[CH:11][C:10]([CH3:13])=[CH:9][CH:8]=1)=[O:5].[N:22]#[C:23][NH2:24].C(OCC)C>C(O)C>[ClH:1].[CH3:2][CH:3]([CH2:14][C:15]1[CH:16]=[CH:17][C:18]([NH:21][C:23]([NH2:24])=[NH:22])=[CH:19][CH:20]=1)[C:4]([O:6][C:7]1[CH:12]=[CH:11][C:10]([CH3:13])=[CH:9][CH:8]=1)=[O:5] |f:0.1,5.6|. Procedure details: In 200 ml of ethanol were dissolved 21.8 g of the p-methylphenyl α-methyl-β-(p-aminophenyl)-propionate hydrochloride obtained and 4.2 of cyanamide, and the resulting solution was subjected to reaction at 70° C. for 5 hours. After the reaction, the solvent was removed by distillation under reduced pressure, to obtain an oily product. A mixture of ethanol and diethyl ether was added thereto and the solution was cooled, upon which crystals precipitated. The crystals were collected by filtration and...